Task: describe an organic reaction: reactants, conditions, products, and yield. Dataset: the Open Reaction Database (ORD), a public repository of structured organic reaction records Starting materials: resultant solution, C1=CC=C(C=C1)[Se] (phenylselenol), C(C)(=O)OC1[C@@H](C(N1)=O)NC(COC1=CC=CC=C1)=O (4-(R,S)-acetoxy-3-(S)-(phenoxyacetamido)azetidinone). The reagents and catalysts are B(F)(F)F.CCOCC (boron trifluoride-etherate). The solvent is C(Cl)Cl (methylene chloride), C(C)(=O)OCC (ethyl acetate). Product: O(C1=CC=CC=C1)CC(=O)N[C@@H]1C(NC1)=O (3-(S)-(phenoxyacetamido)azetidinone). Reaction SMILES: C(O[CH:5]1[NH:8][C:7](=[O:9])[C@H:6]1[NH:10][C:11](=[O:20])[CH2:12][O:13][C:14]1[CH:19]=[CH:18][CH:17]=[CH:16][CH:15]=1)(=O)C.C1C=CC([Se])=CC=1>C(Cl)Cl.B(F)(F)F.CCOCC.C(OCC)(=O)C>[O:13]([CH2:12][C:11]([NH:10][C@H:6]1[CH2:5][NH:8][C:7]1=[O:9])=[O:20])[C:14]1[CH:15]=[CH:16][CH:17]=[CH:18][CH:19]=1 |f:3.4,^1:24|. Procedure: Under a nitrogen atmosphere, 4-(R,S)-acetoxy-3-(S)-(phenoxyacetamido)azetidinone (1.32 g, 4.74 mmol) was dissolved in methylene chloride (9 ml). To this solution was added phenylselenol (1.5 ml, approximately 9.8 mmol), then boron trifluoride-etherate (10 drops). The resultant solution was stirred at room temperature for 20 minutes. The solution was diluted with ethyl acetate and extracted with saturated aqueous sodium bicarbonate solution (2×). The solution was dried over magnesium sulfate, fil...